From a dataset of the Open Reaction Database (ORD), a public repository of structured organic reaction records. describe an organic reaction: reactants, conditions, products, and yield Procedure details: The obtained 1-cyclohexyl-4-(4-methoxy-benzyloxymethyl)-2-trifluoromethyl-benzene is dissolved in a mixture of TFA and DCM (8 mL, 1:1 v/v). After stirring at room temperature for 2 h, all volatile materials are evaporated and the residue obtained is dissolved in EtOAc and washed with saturated aqueous NaHCO3. The organic layer is separated, washed with saturated aqueous NaCl and dried over Na2SO4. After concentration, the residue is purified by silica gel chromatography (20% ethyl acetate in hex... Starting materials: C1(CCCCC1)C1=C(C=C(C=C1)COCC1=CC=C(C=C1)OC)C(F)(F)F (1-cyclohexyl-4-(4-methoxy-benzyloxymethyl)-2-trifluoromethyl-benzene). As a reaction SMILES: [CH:1]1([C:7]2[CH:12]=[CH:11][C:10]([CH2:13][O:14]CC3C=CC(OC)=CC=3)=[CH:9][C:8]=2[C:24]([F:27])([F:26])[F:25])[CH2:6][CH2:5][CH2:4][CH2:3][CH2:2]1>C(O)(C(F)(F)F)=O.C(Cl)Cl.CCOC(C)=O>[CH:1]1([C:7]2[CH:12]=[CH:11][C:10]([CH2:13][OH:14])=[CH:9][C:8]=2[C:24]([F:25])([F:26])[F:27])[CH2:2][CH2:3][CH2:4][CH2:5][CH2:6]1. Solvent: C(=O)(C(F)(F)F)O (TFA), C(Cl)Cl (DCM), CCOC(=O)C (EtOAc). Reaction conditions: time 2 hour. Product: C1(CCCCC1)C1=C(C=C(C=C1)CO)C(F)(F)F ((4-cyclohexyl-3-trifluoromethyl-phenyl)-methanol).